From a dataset of the Open Reaction Database (ORD), a public repository of structured organic reaction records. describe an organic reaction: reactants, conditions, products, and yield Starting materials: S(O)(O)(=O)=O (sulfuric acid), C1(=CC=CC=C1)C=1C(=CC=CC1)C1=CC=CC=C1 (terphenyl). Solvent: O (water). Conditions: temperature 140 celsius, time 4 hour. The product is C1(=CCC(C=C1)(S(=O)(=O)O)S(=O)(=O)O)C=1C(=CC=CC1)C1=CC=CC=C1 (Terphenyl-4,4 -disulfonic acid). RXN SMILES: [S:1](=[O:5])(=[O:4])([OH:3])O.[C:6]1([C:12]2[C:13]([C:18]3[CH:23]=[CH:22][CH:21]=[CH:20][CH:19]=3)=[CH:14][CH:15]=[CH:16][CH:17]=2)[CH:11]=[CH:10][CH:9]=[CH:8][CH:7]=1>O>[C:18]1([C:13]2[C:12]([C:6]3[CH:7]=[CH:8][CH:9]=[CH:10][CH:11]=3)=[CH:17][CH:16]=[CH:15][CH:14]=2)[CH:23]=[CH:22][C:21]([S:1]([OH:5])(=[O:4])=[O:3])([S:1]([OH:3])(=[O:5])=[O:4])[CH2:20][CH:19]=1. Procedure details: 880 g of concentrated sulfuric acid were heated to 110° C, and 270.5 g of terphenyl were added. The temperature was raised to 140° C and left on that level for 4 hours. After cooling down to 100° C, 800 ml of water were added dropwise, and the mixture was allowed to cool and then filtered with suction, giving a crude product which was used direct in the next stage. Purity (HPLC): 99.7%; yield: 565 g. Reactants: CC(C)(C)P(C(C)(C)C)C(C)(C)C, Cn1ccc2cc(-n3c(O)nnc3-c3cc(Br)c(OCc4ccccc4)cc3OCc3ccccc3)ccc21, CN(C)C=O, C=Cc1ccc(OC)c(OC)c1, CCOC(C)=O, CCN(C(C)C)C(C)C, O=C(C=Cc1ccccc1)C=Cc1ccccc1, O=C(C=Cc1ccccc1)C=Cc1ccccc1, O=C(C=Cc1ccccc1)C=Cc1ccccc1, [Pd], [Pd]. Product: COc1ccc(C=Cc2cc(-c3nnc(O)n3-c3ccc4c(ccn4C)c3)c(OCc3ccccc3)cc2OCc2ccccc2)cc1OC. RXN SMILES: [C:52]([P:53]([C:54]([CH3:55])([CH3:56])[CH3:57])[C:58]([CH3:59])([CH3:60])[CH3:61])([CH3:62])([CH3:63])[CH3:64].[CH2:1]([c:2]1[cH:3][cH:4][cH:5][cH:6][cH:7]1)[O:8][c:9]1[c:10](-[c:24]2[n:25](-[c:30]3[cH:31][c:32]4[cH:33][cH:34][n:35]([CH3:39])[c:36]4[cH:37][cH:38]3)[c:26]([OH:29])[n:27][n:28]2)[cH:11][c:12]([Br:23])[c:13]([O:15][CH2:16][c:17]2[cH:18][cH:19][cH:20][cH:21][cH:22]2)[cH:14]1.[CH3:136][N:137]([CH3:138])[CH:139]=[O:140].[CH3:40][O:41][c:42]1[cH:43][c:44]([CH:45]=[CH2:46])[cH:47][cH:48][c:49]1[O:50][CH3:51].[CH3:74][CH2:75][O:76][C:77](=[O:78])[CH3:79].[CH:65]([N:66]([CH:67]([CH3:68])[CH3:69])[CH2:70][CH3:71])([CH3:72])[CH3:73].[O:100]=[C:101]([CH:102]=[CH:103][c:104]1[cH:105][cH:106][cH:107][cH:108][cH:109]1)[CH:110]=[CH:111][c:112]1[cH:113][cH:114][cH:115][cH:116][cH:117]1.[O:118]=[C:119]([CH:120]=[CH:121][c:122]1[cH:123][cH:124][cH:125][cH:126][cH:127]1)[CH:128]=[CH:129][c:130]1[cH:131][cH:132][cH:133][cH:134][cH:135]1.[O:82]=[C:83]([CH:84]=[CH:85][c:86]1[cH:87][cH:88][cH:89][cH:90][cH:91]1)[CH:92]=[CH:93][c:94]1[cH:95][cH:96][cH:97][cH:98][cH:99]1.[Pd:80].[Pd:81]>>[CH2:1]([c:2]1[cH:3][cH:4][cH:5][cH:6][cH:7]1)[O:8][c:9]1[c:10](-[c:24]2[n:25](-[c:30]3[cH:31][c:32]4[cH:33][cH:34][n:35]([CH3:39])[c:36]4[cH:37][cH:38]3)[c:26]([OH:29])[n:27][n:28]2)[cH:11][c:12]([CH:46]=[CH:45][c:44]2[cH:43][c:42]([O:41][CH3:40])[c:49]([O:50][CH3:51])[cH:48][cH:47]2)[c:13]([O:15][CH2:16][c:17]2[cH:18][cH:19][cH:20][cH:21][cH:22]2)[cH:14]1. Starting materials: C1(=CC=CC=C1)P(C1=CC=CC=C1)C1=CC=CC=C1 (triphenylphosphine), ClC[Si](Cl)(Cl)C ((chloromethyl)methyldichlorosilane), Cl[SiH](Cl)Cl (trichlorosilane). The product is Cl[Si](C[Si](C)(Cl)Cl)(Cl)Cl (1,1,1,3,3-pentachloro-1,3-disilabutane), Cl[SiH](C[Si](C)(Cl)Cl)Cl (1,1,3,3-tetrachloro-1,3-disilabutane). Yield: 14.0%. RXN SMILES: C1(P(C2C=CC=CC=2)C2C=CC=CC=2)C=CC=CC=1.Cl[CH2:21][Si:22]([CH3:25])([Cl:24])[Cl:23].[Cl:26][SiH:27]([Cl:29])[Cl:28]>>[Cl:26][Si:27]([Cl:29])([Cl:28])[CH2:21][Si:22]([Cl:24])([Cl:23])[CH3:25].[Cl:26][SiH:27]([Cl:28])[CH2:21][Si:22]([Cl:24])([Cl:23])[CH3:25]. Procedure: In the same apparatus and procedure as Example 1 above, 0.20 g (0.75 mmol) of triphenylphosphine, 1.07 g (7.5 mmol) of (chloromethyl)methyldichlorosilane, and 5.08 g (37.5 mmol) of trichlorosilane were reacted at 150° C. for 24 hrs. The resulting mixture was distilled to give 1.0 g of 1,1,1,3,3-pentachloro-1,3-disilabutane (bp; 181-182° C., yield; 58%) and 0.1 g of 1,1,3,3-tetrachloro-1,3-disilabutane (bp; 166-167° C., yield; 14%). The reactants are C(C)(C)(C)OC([C@H](CNC1=C2N=CN(C2=NC=N1)CCCC(NC=1NCCCN1)=O)NC(=O)OCC1=CC=CC=C1)=O ((2S)-2-benzyloxycarbonylamino-3-{9-[3-(1,4,5,6-tetrahydro-pyrimidin-2-ylcarbamoyl)-propyl]-9H-purin-6-ylamino}-propionic acid tert-butyl ester). The solvent is FC(C(=O)O)(F)F.O (trifluoroacetic acid water). Reaction conditions: time 3 hour. The product is C(C1=CC=CC=C1)OC(=O)N[C@H](C(=O)O)CNC1=C2N=CN(C2=NC=N1)CCCC(NC=1NCCCN1)=O ((2S)-2-Benzyloxycarbonylamino-3-{9-[3-(1,4,5,6-tetrahydro-pyrimidin-2-ylcarbamoyl)-propyl]-9H-purin-6-ylamino}-propionic acid). Reaction SMILES: C([O:5][C:6](=[O:42])[C@@H:7]([NH:31][C:32]([O:34][CH2:35][C:36]1[CH:41]=[CH:40][CH:39]=[CH:38][CH:37]=1)=[O:33])[CH2:8][NH:9][C:10]1[N:18]=[CH:17][N:16]=[C:15]2[C:11]=1[N:12]=[CH:13][N:14]2[CH2:19][CH2:20][CH2:21][C:22](=[O:30])[NH:23][C:24]1[NH:25][CH2:26][CH2:27][CH2:28][N:29]=1)(C)(C)C>FC(F)(F)C(O)=O.O>[CH2:35]([O:34][C:32]([NH:31][C@@H:7]([CH2:8][NH:9][C:10]1[N:18]=[CH:17][N:16]=[C:15]2[C:11]=1[N:12]=[CH:13][N:14]2[CH2:19][CH2:20][CH2:21][C:22](=[O:30])[NH:23][C:24]1[NH:25][CH2:26][CH2:27][CH2:28][N:29]=1)[C:6]([OH:42])=[O:5])=[O:33])[C:36]1[CH:37]=[CH:38][CH:39]=[CH:40][CH:41]=1 |f:1.2|. Procedure details: 70 mg (Q.12 mmol) of (2S)-2-benzyloxycarbonylamino-3-{9-[3-(1,4,5,6-tetrahydro-pyrimidin-2-ylcarbamoyl)-propyl]-9H-purin-6-ylamino}-propionic acid tert-butyl ester was dissolved in 3 ml of trifluoroacetic acid/water (95/5). The solution was stirred at room temperature for 3 hours. The solvent was removed in vacuo and toluene was added to the residue and then removed in vacuo. The residue was dissolved in acetonitrile/water 1/1 and lyophilized. Yield: 51 mg (trifluoroacetate salt).